From a dataset of the Open Reaction Database (ORD), a public repository of structured organic reaction records. describe an organic reaction: reactants, conditions, products, and yield The reactants are COc1cc(CCNC(=O)C2(c3ccccc3OC)CC2)ccc1OCc1ccccc1, CC#N, O=P(Cl)(Cl)Cl. Product: COc1cc2c(cc1OCc1ccccc1)C(C1(c3ccccc3OC)CC1)=NCC2. As a reaction SMILES: [CH2:1]([c:2]1[cH:3][cH:4][cH:5][cH:6][cH:7]1)[O:8][c:9]1[c:10]([O:31][CH3:32])[cH:11][c:12]([CH2:15][CH2:16][NH:17][C:18](=[O:19])[C:20]2([c:23]3[c:24]([O:29][CH3:30])[cH:25][cH:26][cH:27][cH:28]3)[CH2:21][CH2:22]2)[cH:13][cH:14]1.[CH3:33][C:34]#[N:35].[P:36]([Cl:37])([Cl:38])([Cl:39])=[O:40]>>[CH2:1]([c:2]1[cH:3][cH:4][cH:5][cH:6][cH:7]1)[O:8][c:9]1[c:10]([O:31][CH3:32])[cH:11][c:12]2[c:13]([cH:14]1)[C:18]([C:20]1([c:23]3[c:24]([O:29][CH3:30])[cH:25][cH:26][cH:27][cH:28]3)[CH2:21][CH2:22]1)=[N:17][CH2:16][CH2:15]2. The reactants are C(CO)(=O)OC (methyl glycolate), C(C=C)(=O)OC (methyl acrylate), Cl (HCl), C(C)(=O)OCC.CCCCCC (ethyl acetate hexane). The solvent is CCOCC (ether). Yields the product COC(=O)C1COCC1=O (4-Oxo-tetrahydro-furan-3-carboxylic acid methyl ester). The yield is 53.6%. RXN SMILES: [C:1]([O:5][CH3:6])(=O)[CH2:2][OH:3].[C:7]([O:11][CH3:12])(=[O:10])[CH:8]=C.Cl.C(OCC)(=O)C.CCCCCC>CCOCC>[CH3:12][O:11][C:7]([CH:8]1[C:2](=[O:3])[CH2:1][O:5][CH2:6]1)=[O:10] |f:3.4|. Reported procedure: To a suspension of Nail (6.66 g, 166.5 mmol) in ether (500 mL) add methyl glycolate (15.0 g, 166.5 mmol) drop wise. Stir the reaction until evolution of H2 gas ceases. Concentrate and dissolve the solid in DMSO (300 mL). Cool the reaction to 0° C. and add methyl acrylate (16.6 mL, 183.17 mmol) drop wise. Warm the reaction to room temperature and stir overnight. Acidify the reaction with 10% HCl and extract with ether (3×). Combine organic extracts and wash with brine. Dry the organic solution (N... The reactants are O=C([O-])[O-], CN1C(=O)CCC2(C)c3ccc(S)cc3CCC12, CN(C)C=O, CCOC(C)=O, Clc1nc2ccccc2o1, [K+], [K+]. Product: CN1C(=O)CCC2(C)c3ccc(Sc4nc5ccccc5o4)cc3CCC12. RXN SMILES: [C:19](=[O:20])([O-:21])[O-:22].[CH3:1][N:2]1[C:3](=[O:18])[CH2:4][CH2:5][C:6]2([CH3:17])[c:7]3[c:8]([cH:12][c:13]([SH:16])[cH:14][cH:15]3)[CH2:9][CH2:10][CH:11]12.[CH3:35][N:36]([CH3:37])[CH:38]=[O:39].[CH3:40][CH2:41][O:42][C:43](=[O:44])[CH3:45].[Cl:25][c:26]1[o:27][c:28]2[c:29]([n:30]1)[cH:31][cH:32][cH:33][cH:34]2.[K+:23].[K+:24]>>[CH3:1][N:2]1[C:3](=[O:18])[CH2:4][CH2:5][C:6]2([CH3:17])[c:7]3[c:8]([cH:12][c:13]([S:16][c:26]4[o:27][c:28]5[c:29]([n:30]4)[cH:31][cH:32][cH:33][cH:34]5)[cH:14][cH:15]3)[CH2:9][CH2:10][CH:11]12. The reactants are C1CCOC1, CC(C)[N-]C(C)C, COC=O, [Cl-], N#Cc1ccc2c(c1)COC2c1ccc(F)cc1, [Li+], [NH4+]. Yields the product N#Cc1ccc2c(c1)COC2(C=O)c1ccc(F)cc1. As a reaction SMILES: [CH2:33]1[O:34][CH2:35][CH2:36][CH2:37]1.[CH3:20][CH:21]([N-:22][CH:23]([CH3:24])[CH3:25])[CH3:26].[CH:27](=[O:28])[O:29][CH3:30].[Cl-:31].[F:1][c:2]1[cH:3][cH:4][c:5]([CH:8]2[O:9][CH2:10][c:11]3[cH:12][c:13]([C:17]#[N:18])[cH:14][cH:15][c:16]32)[cH:6][cH:7]1.[Li+:19].[NH4+:32]>>[F:1][c:2]1[cH:3][cH:4][c:5]([C:8]2([CH:27]=[O:28])[O:9][CH2:10][c:11]3[cH:12][c:13]([C:17]#[N:18])[cH:14][cH:15][c:16]32)[cH:6][cH:7]1. Reactants: CC1=C(C=C(C=C1)NC2=CC(=C(C=C2)C)C)C (3,3',4,4'-tetramethyldiphenylamine), IC1=CC=CC2=CC=CC=C12 (1-iodonaphthalene), C([O-])([O-])=O.[K+].[K+] (potassium carbonate). Reagents/catalysts: O.O.O.O.O.S(=O)(=O)([O-])[O-].[Cu+2] (copper sulfate pentahydrate). Solvent: CCCCCCCCCCCCC (n-tridecane). Product: CC=1C=C(C=CC1C)N(C1=CC=CC2=CC=CC=C12)C1=CC(=C(C=C1)C)C (N,N-bis(3,4-dimethylphenyl)naphthalene-1-amine). Yield: 37.4%. RXN SMILES: [CH3:1][C:2]1[CH:7]=[CH:6][C:5]([NH:8][C:9]2[CH:14]=[CH:13][C:12]([CH3:15])=[C:11]([CH3:16])[CH:10]=2)=[CH:4][C:3]=1[CH3:17].I[C:19]1[C:28]2[C:23](=[CH:24][CH:25]=[CH:26][CH:27]=2)[CH:22]=[CH:21][CH:20]=1.C(=O)([O-])[O-].[K+].[K+]>O.O.O.O.O.S([O-])([O-])(=O)=O.[Cu+2].CCCCCCCCCCCCC>[CH3:16][C:11]1[CH:10]=[C:9]([N:8]([C:5]2[CH:6]=[CH:7][C:2]([CH3:1])=[C:3]([CH3:17])[CH:4]=2)[C:27]2[C:28]3[C:23](=[CH:22][CH:21]=[CH:20][CH:19]=3)[CH:24]=[CH:25][CH:26]=2)[CH:14]=[CH:13][C:12]=1[CH3:15] |f:2.3.4,5.6.7.8.9.10.11|. Procedure: In 100-ml three-neck flask were placed 7.2 g of 3,3',4,4'-tetramethyldiphenylamine synthesized in Example 3 (1), 12.2 g of 1-iodonaphthalene, 5 g of anhydrous potassium carbonate, 0.5 g of copper sulfate pentahydrate and 10 ml of n-tridecane, and after carrying out the reaction for 25 hours at 200° C. under a nitrogen gas atmosphere, the reaction mixture was cooled to room temperature. The reaction mixture was subjected to a column purification (solvent: n-hexane) with activated alumina and the ... Starting materials: C=1C=CC2=C(C1)N=NN2O (HOBt), C(CCl)Cl (EDC), FC=1C=CC(=NC1)NN (5-fluoro-2-hydrazinyl-pyridine), C(C)(C)(C)OC(=O)N1CCC(CC1)C(=O)O (piperidine-1,4-dicarboxylic acid mono-tert-butyl ester). The solvent is C(Cl)Cl (DCM). Conditions: time 18 hour. The product is C(C)(C)(C)OC(=O)N1CCC(CC1)C(=O)NNC1=NC=C(C=C1)F (4-[N′-(5-fluoro-pyridin-2-yl)-hydrazinocarbonyl]-piperidine-1-carboxylic acid tert-butyl ester). Yield: 82.0%. Reaction SMILES: C(Cl)CCl.[F:5][C:6]1[CH:7]=[CH:8][C:9]([NH:12][NH2:13])=[N:10][CH:11]=1.[C:14]([O:18][C:19]([N:21]1[CH2:26][CH2:25][CH:24]([C:27](O)=[O:28])[CH2:23][CH2:22]1)=[O:20])([CH3:17])([CH3:16])[CH3:15].C1C=CC2N(O)N=NC=2C=1>C(Cl)Cl>[C:14]([O:18][C:19]([N:21]1[CH2:26][CH2:25][CH:24]([C:27]([NH:13][NH:12][C:9]2[CH:8]=[CH:7][C:6]([F:5])=[CH:11][N:10]=2)=[O:28])[CH2:23][CH2:22]1)=[O:20])([CH3:17])([CH3:16])[CH3:15]. Procedure: EDC (543 mg, 2.83 mmol) was added portionwise to a stirred solution of 5-fluoro-2-hydrazinyl-pyridine (for reference procedure see WO 2010/022076, which is incorporated herein by reference in its entirety; 0.30 g, 2.36 mmol), piperidine-1,4-dicarboxylic acid mono-tert-butyl ester (Aldrich, 649 mg, 2.83 mmol) and HOBt (32 mg, 0.24 mmol) in dry DCM (20 mL). The mixture was stirred at RT for 18 h. The solution was washed with water (2×20 mL), dried (Na2SO4) and evaporated. The residue was triturate... Starting materials: CO, O=C1C=C(c2ccc(C(F)(F)F)cc2)CN1. Yields the product O=C1CC(c2ccc(C(F)(F)F)cc2)CN1. As a reaction SMILES: [CH3:17][OH:18].[F:1][C:2]([c:3]1[cH:4][cH:5][c:6]([C:9]2=[CH:10][C:11](=[O:14])[NH:12][CH2:13]2)[cH:7][cH:8]1)([F:15])[F:16]>>[F:1][C:2]([c:3]1[cH:4][cH:5][c:6]([CH:9]2[CH2:10][C:11](=[O:14])[NH:12][CH2:13]2)[cH:7][cH:8]1)([F:15])[F:16].